describe an organic reaction: reactants, conditions, products, and yield From a dataset of the Open Reaction Database (ORD), a public repository of structured organic reaction records. Procedure details: A solution of methyl 4-(2,2,2-trifluoroethoxy)-benzoate (3 g., 0.013 mole) in methanol (25 ml.) is cooled using a dry-ice acetone bath, and the solution is saturated with anhydrous ammonia, then heated in a pressure reactor at 110° for 10 hours. The methanolic solution is filtered and the filtrate is evaporated. The residue is chromatographed on neutral alumina and the early fractions which elute rapidly with ethyl acetate are discarded, methyl ethyl ketone fractions are discarded and methanol f... RXN SMILES: [F:1][C:2]([F:16])([F:15])[CH2:3][O:4][C:5]1[CH:14]=[CH:13][C:8]([C:9](OC)=[O:10])=[CH:7][CH:6]=1.[NH3:17]>CO>[F:1][C:2]([F:16])([F:15])[CH2:3][O:4][C:5]1[CH:14]=[CH:13][C:8]([C:9]([NH2:17])=[O:10])=[CH:7][CH:6]=1. The solvent is CO (methanol). Yields the product FC(COC1=CC=C(C(=O)N)C=C1)(F)F (4-(2,2,2-Trifluoroethoxy)benzamide). Reactants: FC(COC1=CC=C(C(=O)OC)C=C1)(F)F (methyl 4-(2,2,2-trifluoroethoxy)-benzoate), N (ammonia). Reactants: ClC1=CC=C(C=C1)O (4-chlorophenol), [H-].[Na+] (sodium hydride), [H][H] (hydrogen), ClC1=NC=C(C=C1)C(=CC(=O)N1CCOCC1)C1=CC(=C(C=C1)OC)OC (4-[3-(2-chloro-5-pyridyl)-3-(3,4-dimethoxyphenyl)acryloyl]morpholine), cuprous iodide. The solvent is CN(C=O)C (dimethylformamide), O (water). Product: ClC1=CC=C(OC2=NC=C(C=C2)C(=CC(=O)N2CCOCC2)C2=CC(=C(C=C2)OC)OC)C=C1 (4-[3-(2-(4-chlorophenoxy)-5-pyridyl)-3-(3,4-dimethoxyphenyl)acryloyl]morpholine). Reaction SMILES: [Cl:1][C:2]1[CH:7]=[CH:6][C:5]([OH:8])=[CH:4][CH:3]=1.[H-].[Na+].[H][H].Cl[C:14]1[CH:19]=[CH:18][C:17]([C:20]([C:30]2[CH:35]=[CH:34][C:33]([O:36][CH3:37])=[C:32]([O:38][CH3:39])[CH:31]=2)=[CH:21][C:22]([N:24]2[CH2:29][CH2:28][O:27][CH2:26][CH2:25]2)=[O:23])=[CH:16][N:15]=1>CN(C)C=O.O>[Cl:1][C:2]1[CH:7]=[CH:6][C:5]([O:8][C:14]2[CH:19]=[CH:18][C:17]([C:20]([C:30]3[CH:35]=[CH:34][C:33]([O:36][CH3:37])=[C:32]([O:38][CH3:39])[CH:31]=3)=[CH:21][C:22]([N:24]3[CH2:25][CH2:26][O:27][CH2:28][CH2:29]3)=[O:23])=[CH:16][N:15]=2)=[CH:4][CH:3]=1 |f:1.2|. Procedure details: In dimethylformamide (20 ml) was dissolved 4-chlorophenol (330 mg). To the solution was added, while stirring, 60% sodium hydride (dispersion in paraffin) (103 mg). When exothermic reaction and evolution of hydrogen gas ceased, 4-[3-(2-chloro-5-pyridyl)-3-(3,4-dimethoxyphenyl)acryloyl]morpholine (500 mg) and cuprous iodide (24 mg) were added to the reaction mixture, followed by stirring for 5 hours at 150° C. The reaction mixture was poured into water, which was subjected to extraction with dich... RXN SMILES: [CH3:31][CH2:32][OH:33].[CH3:34][CH2:35][O:36][C:37](=[O:38])[CH3:39].[ClH:22].[NH2:23][OH:24].[OH:1][c:2]1[c:3]([CH:13]([CH:14]=[CH2:15])[c:16]2[cH:17][cH:18][cH:19][cH:20][cH:21]2)[cH:4][c:5]([CH3:12])[c:6]2[c:10]1[C:9](=[O:11])[CH2:8][CH2:7]2.[cH:25]1[cH:26][cH:27][n:28][cH:29][cH:30]1>>[OH:1][c:2]1[c:3]([CH:13]([CH:14]=[CH2:15])[c:16]2[cH:17][cH:18][cH:19][cH:20][cH:21]2)[cH:4][c:5]([CH3:12])[c:6]2[c:10]1[C:9](=[N:23][OH:24])[CH2:8][CH2:7]2. Starting materials: CCO, CCOC(C)=O, Cl, NO, C=CC(c1ccccc1)c1cc(C)c2c(c1O)C(=O)CC2, c1ccncc1. The product is C=CC(c1ccccc1)c1cc(C)c2c(c1O)C(=NO)CC2. Reactants: ClCCl, O=S(=O)(OS(=O)(=O)C(F)(F)F)C(F)(F)F, NCCN1CCOCC1. Yields the product O=S(=O)(NCCN1CCOCC1)C(F)(F)F. As a reaction SMILES: [CH2:25]([Cl:26])[Cl:27].[F:1][C:2]([F:3])([F:4])[S:5](=[O:6])([O:8][S:7]([C:9]([F:10])([F:11])[F:12])(=[O:13])=[O:14])=[O:15].[NH2:16][CH2:17][CH2:18][N:19]1[CH2:20][CH2:21][O:22][CH2:23][CH2:24]1>>[F:1][C:2]([F:3])([F:4])[S:5](=[O:6])(=[O:8])[NH:16][CH2:17][CH2:18][N:19]1[CH2:20][CH2:21][O:22][CH2:23][CH2:24]1.